Dataset: the Open Reaction Database (ORD), a public repository of structured organic reaction records. Task: describe an organic reaction: reactants, conditions, products, and yield Reactants: CC1COCCN1c1cc(CSc2cc(F)cc(F)c2)nc(Cl)n1, C1COCCO1, O, OO, O=S(=O)(O)O. Yields the product CC1COCCN1c1cc(CS(=O)(=O)c2cc(F)cc(F)c2)nc(Cl)n1. Reaction SMILES: [Cl:1][c:2]1[n:3][c:4]([N:18]2[CH:19]([CH3:24])[CH2:20][O:21][CH2:22][CH2:23]2)[cH:5][c:6]([CH2:8][S:9][c:10]2[cH:11][c:12]([F:17])[cH:13][c:14]([F:16])[cH:15]2)[n:7]1.[O:33]1[CH2:34][CH2:35][O:36][CH2:37][CH2:38]1.[OH2:32].[OH:30][OH:31].[S:25]([OH:26])(=[O:27])(=[O:28])[OH:29]>>[Cl:1][c:2]1[n:3][c:4]([N:18]2[CH:19]([CH3:24])[CH2:20][O:21][CH2:22][CH2:23]2)[cH:5][c:6]([CH2:8][S:9]([c:10]2[cH:11][c:12]([F:17])[cH:13][c:14]([F:16])[cH:15]2)(=[O:26])=[O:32])[n:7]1. Reactants: CON=C(C(=O)OCC)C(C)=O (ethyl 2-methoxyimino-3-oxobutyrate), C1=CC=CC=C1 (benzene), C1(=CC=C(C=C1)S(=O)(=O)O)C (p-toluenesulfonic acid). Solvent: C(CO)O (ethylene glycol). Yields the product CON=C(C(=O)OCC)C1(C)OCCO1 (ethyl 2-methoxyimino-3,3-ethylenedioxybutyrate). Isolated yield 85.5%. RXN SMILES: [CH3:1][O:2][N:3]=[C:4]([C:10](=[O:12])[CH3:11])[C:5]([O:7][CH2:8][CH3:9])=[O:6].[CH:13]1[CH:18]=CC=CC=1.C1(C)C=CC(S(O)(=O)=[O:26])=CC=1>C(O)CO>[CH3:1][O:2][N:3]=[C:4]([C:10]1([O:26][CH2:13][CH2:18][O:12]1)[CH3:11])[C:5]([O:7][CH2:8][CH3:9])=[O:6]. Reported procedure: To a solution of ethyl 2-methoxyimino-3-oxobutyrate (syn isomer, 200 g) in ethylene glycol (179 g) were added dried benzene (3 l) and p-toluenesulfonic acid (6 g), and the mixture was heated for 20 hours under reflux while removing water azeotropically. The reaction mixture was cooled to ambient temperature, washed with water, a saturated aqueous solution of sodium bicarbonade, water and a saturated aqueous solution of sodium chloride in turn, dried over magnesium sulfate and then filtered. Afte... Yields the product CC1=CC=CC=2N1C(=C(N2)C2=CC=C(C=C2)C2(CCC2)N)C2=CC=CC=C2 (1-[4-(5-methyl-3-phenylimidazo[1,2-a]pyridin-2-yl)phenyl]cyclobutanamine). Conditions: time 8 hour. The solvent is O1CCOCC1 (dioxane), C(Cl)Cl (DCM), CO (methanol). The reactants are Cl (hydrogen chloride), CC1=CC=CC=2N1C(=C(N2)C2=CC=C(C=C2)C2(CCC2)NC(OC(C)(C)C)=O)C2=CC=CC=C2 (tert-butyl {1-[4-(5-methyl-3-phenylimidazo[1,2-a]pyridin-2-yl)phenyl]cyclobutyl}carbamate), [OH-].[Na+] (sodium hydroxide). Reported procedure: To a mixture of crude tert-butyl {1-[4-(5-methyl-3-phenylimidazo[1,2-a]pyridin-2-yl)phenyl]cyclobutyl}carbamate (49 mg) in DCM (0.42 mL) and methanol (0.26 mL) was added a solution of 4 M hydrogen chloride in dioxane (0.54 mL) and the mixture was stirred overnight at rt. The mixture was poured onto ice, made alkaline with aqueous sodium hydroxide (2 N) and extracted three times with a mixture of DCM. The combined organic phases were washed with brine, dried and concentrated in vacuo to give 16 m... Yield: 41.9%. RXN SMILES: [CH3:1][C:2]1[N:7]2[C:8]([C:29]3[CH:34]=[CH:33][CH:32]=[CH:31][CH:30]=3)=[C:9]([C:11]3[CH:16]=[CH:15][C:14]([C:17]4([NH:21]C(=O)OC(C)(C)C)[CH2:20][CH2:19][CH2:18]4)=[CH:13][CH:12]=3)[N:10]=[C:6]2[CH:5]=[CH:4][CH:3]=1.Cl.[OH-].[Na+]>C(Cl)Cl.CO.O1CCOCC1>[CH3:1][C:2]1[N:7]2[C:8]([C:29]3[CH:34]=[CH:33][CH:32]=[CH:31][CH:30]=3)=[C:9]([C:11]3[CH:16]=[CH:15][C:14]([C:17]4([NH2:21])[CH2:20][CH2:19][CH2:18]4)=[CH:13][CH:12]=3)[N:10]=[C:6]2[CH:5]=[CH:4][CH:3]=1 |f:2.3|.